From a dataset of the Open Reaction Database (ORD), a public repository of structured organic reaction records. describe an organic reaction: reactants, conditions, products, and yield As a reaction SMILES: ClN1C=C[CH:5]=[CH:4]N1.Cl[C:9]1[CH:10]=[CH:11][C:12](=[O:16])N(C)[CH:14]=1.ClC1N=NC(C(C)(C)C)=CC=1.Cl[C:29]1[N:30]=[N:31][C:32]([O:35][CH3:36])=[CH:33][CH:34]=1>N1C=CC=CC=1>[CH3:36][O:35][C:32]1[N:31]=[N:30][C:29]([C:14]2[CH:5]=[CH:4][C:11]([CH:12]=[O:16])=[CH:10][CH:9]=2)=[CH:34][CH:33]=1. Procedure details: The following compounds were synthesized in the same procedures as in the Preparation Example 2 except for using 2-chloropyridazine, 5-chloro-1-methyl-1,2-dihydro-2-oxopyridine, 3-chloro-6-tert-butylpyridazine, 5-chloro-2-(3,4-dimethoxyphenyl)methyl)pyridine respectively instead of 3-chloro-6-methoxypyridazine. The solvent is N1=CC=CC=C1 (pyridine). Yields the product COC=1N=NC(=CC1)C1=CC=C(C=O)C=C1 (4-(3-methoxy-6-pyridazinyl)benzaldehyde). Starting materials: ClN1NC=CC=C1 (2-chloropyridazine), ClC=1N=NC(=CC1)OC (3-chloro-6-methoxypyridazine), ClC=1C=CC(N(C1)C)=O (5-chloro-1-methyl-1,2-dihydro-2-oxopyridine), ClC=1N=NC(=CC1)C(C)(C)C (3-chloro-6-tert-butylpyridazine). Reactants: BrBr (Bromine), CN(C)C=O (DMF), BrC=1C=C(OC2=C3C=NNC3=CC=C2Cl)C=C(C1)Cl (4-(3-bromo-5-chlorophenoxy)-5-chloro-1H-indazole), C1(=CC=CC=C1)P(C1=CC=CC=C1)C1=CC=CC=C1 (triphenylphosphine), CN(C)C=O (DMF). Reagents/catalysts: [Zn] (zinc), [C-]#N.[Zn+2].[C-]#N (zinc cyanide), C(C)(=O)[O-].[Pd+2].C(C)(=O)[O-] (palladium acetate). Run at temperature 85 celsius, time 4.5 hour. Yields the product ClC=1C=C(C#N)C=C(C1)OC1=C2C=NNC2=CC=C1Cl (3-Chloro-5-[(5-chloro-1H-indazol-4-yl)oxy]benzonitrile). Reaction SMILES: BrBr.Br[C:4]1[CH:5]=[C:6]([CH:18]=[C:19]([Cl:21])[CH:20]=1)[O:7][C:8]1[C:16]([Cl:17])=[CH:15][CH:14]=[C:13]2[C:9]=1[CH:10]=[N:11][NH:12]2.C1(P(C2C=CC=CC=2)C2C=CC=CC=2)C=CC=CC=1.[CH3:41][N:42](C=O)C>[Zn].[C-]#N.[Zn+2].[C-]#N.C([O-])(=O)C.[Pd+2].C([O-])(=O)C>[Cl:21][C:19]1[CH:20]=[C:4]([CH:5]=[C:6]([O:7][C:8]2[C:16]([Cl:17])=[CH:15][CH:14]=[C:13]3[C:9]=2[CH:10]=[N:11][NH:12]3)[CH:18]=1)[C:41]#[N:42] |f:5.6.7,8.9.10|. Reported procedure: Bromine (154 g; 0.964 mole; 0.10 eq.) was added to a slurry of zinc (particle size <10 microns; 192 g; 2.940 moles; 0.30 eq.) in DMF (10 L) at room temperature. The resulting mixture was then stirred fast for 30 minutes while 4-(3-bromo-5-chlorophenoxy)-5-chloro-1H-indazole (3.508 kg; 9.798 moles; 1.00 eq., zinc cyanide (690 g; 5.879 moles; 0.60 eq.), triphenylphosphine (308 g; 1.176 moles; 0.12 eq.), palladium acetate (66 g; 0.294 mole; 0.03 eq.) and DMF (11 L) were added at room temperature. T... Reported procedure: While stirring at a temperature of 20° C., 90.3 grams (1.05 mole) of methylacrylate were dripped into 129 grams (1 mole) of 2-ethylhexylamine within a period of 30 minutes. The temperature was increased to 35° C. The mixture was stirred at 100° C. for 2 hours and was subsequently degassed at 50° C. under a high vacuum for 1 hour. The remaining residue was 210 grams (98 percent of theory) liquid N-(2'-carbomethoxy-ethyl)-2-ethylhexylamine. The 60 MHz-Nuclear Magnetic Resonance Spectrum s 3.7 ppm ... The product is C(=O)(OC)CCNCC(CCCC)CC (N-(2'-carbomethoxy-ethyl)-2-ethylhexylamine). RXN SMILES: [CH3:1][O:2][C:3](=[O:6])[CH:4]=[CH2:5].[CH2:7]([CH:9]([CH2:12][CH2:13][CH2:14][CH3:15])[CH2:10][NH2:11])[CH3:8]>>[C:3]([CH2:4][CH2:5][NH:11][CH2:10][CH:9]([CH2:7][CH3:8])[CH2:12][CH2:13][CH2:14][CH3:15])([O:2][CH3:1])=[O:6]. The reactants are COC(C=C)=O (methylacrylate), C(C)C(CN)CCCC (2-ethylhexylamine). Reaction conditions: temperature 35 celsius, time 2 hour.